From a dataset of the Open Reaction Database (ORD), a public repository of structured organic reaction records. describe an organic reaction: reactants, conditions, products, and yield The reactants are C=C[Sn](CCCC)(CCCC)CCCC, CC(C)(C)OC(=O)NCc1ccc(NS(C)(=O)=O)c(I)c1, Cc1ccccc1, c1ccc(P(c2ccccc2)(c2ccccc2)[Pd](P(c2ccccc2)(c2ccccc2)c2ccccc2)(P(c2ccccc2)(c2ccccc2)c2ccccc2)P(c2ccccc2)(c2ccccc2)c2ccccc2)cc1. As a reaction SMILES: [CH2:22]([CH2:23][CH2:35][CH3:36])[Sn:24]([CH2:25][CH2:26][CH2:27][CH3:28])([CH2:29][CH2:30][CH2:31][CH3:32])[CH:33]=[CH2:34].[CH3:1][S:2](=[O:3])(=[O:4])[NH:5][c:6]1[c:7]([I:21])[cH:8][c:9]([CH2:10][NH:11][C:12]([O:13][C:14]([CH3:15])([CH3:16])[CH3:17])=[O:18])[cH:19][cH:20]1.[CH3:37][c:38]1[cH:39][cH:40][cH:41][cH:42][cH:43]1.[cH:44]1[cH:45][cH:46][c:47]([P:48]([Pd:49]([P:50]([c:51]2[cH:52][cH:53][cH:54][cH:55][cH:56]2)([c:57]2[cH:58][cH:59][cH:60][cH:61][cH:62]2)[c:63]2[cH:64][cH:65][cH:66][cH:67][cH:68]2)([P:69]([c:70]2[cH:71][cH:72][cH:73][cH:74][cH:75]2)([c:76]2[cH:77][cH:78][cH:79][cH:80][cH:81]2)[c:82]2[cH:83][cH:84][cH:85][cH:86][cH:87]2)[P:88]([c:89]2[cH:90][cH:91][cH:92][cH:93][cH:94]2)([c:95]2[cH:96][cH:97][cH:98][cH:99][cH:100]2)[c:101]2[cH:102][cH:103][cH:104][cH:105][cH:106]2)([c:107]2[cH:108][cH:109][cH:110][cH:111][cH:112]2)[c:113]2[cH:114][cH:115][cH:116][cH:117][cH:118]2)[cH:119][cH:120]1>>[CH3:1][S:2](=[O:3])(=[O:4])[NH:5][c:6]1[c:7]([CH:22]=[CH2:23])[cH:8][c:9]([CH2:10][NH:11][C:12]([O:13][C:14]([CH3:15])([CH3:16])[CH3:17])=[O:18])[cH:19][cH:20]1. The product is C=Cc1cc(CNC(=O)OC(C)(C)C)ccc1NS(C)(=O)=O. Starting materials: NC1=CC(=C(C=C1Cl)C(C=CC1=CC=NC=C1)=O)OC (1-(4-Amino-5-chloro-2-methoxyphenyl)-3-(pyridin-4-yl)-2-propen-1-one). The reagents and catalysts are rhodium alumina. Solvent: C(C)(=O)O (acetic acid). The product is NC1=CC(=C(C=C1Cl)C(CCC1CCNCC1)=O)OC (1-(4-amino-5-chloro-2-methoxyphenyl)-3-(piperidin-4-yl)propan-1-one). Yield: 70.6%. RXN SMILES: [NH2:1][C:2]1[C:7]([Cl:8])=[CH:6][C:5]([C:9](=[O:18])[CH:10]=[CH:11][C:12]2[CH:17]=[CH:16][N:15]=[CH:14][CH:13]=2)=[C:4]([O:19][CH3:20])[CH:3]=1>C(O)(=O)C>[NH2:1][C:2]1[C:7]([Cl:8])=[CH:6][C:5]([C:9](=[O:18])[CH2:10][CH2:11][CH:12]2[CH2:13][CH2:14][NH:15][CH2:16][CH2:17]2)=[C:4]([O:19][CH3:20])[CH:3]=1. Reported procedure: 1-(4-Amino-5-chloro-2-methoxyphenyl)-3-(pyridin-4-yl)-2-propen-1-one (0.5 g, 1.7 mmol), prepared as in Example 6, Step (b), was dissolved in acetic acid (25 mL) and the solution was hydrogenated over 5% rhodium-alumina catalyst (0.2 g) at 50 psi for 24 hours. The solution was filtered, diluted with water, basified with ammonium hydroxide, and extracted three times with methylene chloride. The combined extracts were dried over sodium sulfate. Evaporation gave 1-(4-amino-5-chloro-2-methoxyphenyl)-... Reactants: COc1ccc2c(Cc3ccc(OCCN4CCCCC4)cc3)c(OS(=O)(=O)C(F)(F)F)ccc2c1, [Cs+], [F-], OB(O)c1ccccc1F. Yields the product COc1ccc2c(Cc3ccc(OCCN4CCCCC4)cc3)c(-c3ccccc3F)ccc2c1. As a reaction SMILES: [CH3:1][O:2][c:3]1[cH:4][c:5]2[cH:6][cH:7][c:8]([O:29][S:30]([C:31]([F:32])([F:33])[F:34])(=[O:35])=[O:36])[c:9]([CH2:13][c:14]3[cH:15][cH:16][c:17]([O:20][CH2:21][CH2:22][N:23]4[CH2:24][CH2:25][CH2:26][CH2:27][CH2:28]4)[cH:18][cH:19]3)[c:10]2[cH:11][cH:12]1.[Cs+:48].[F-:47].[F:37][c:38]1[c:39]([B:44]([OH:45])[OH:46])[cH:40][cH:41][cH:42][cH:43]1>>[CH3:1][O:2][c:3]1[cH:4][c:5]2[cH:6][cH:7][c:8](-[c:39]3[c:38]([F:37])[cH:43][cH:42][cH:41][cH:40]3)[c:9]([CH2:13][c:14]3[cH:15][cH:16][c:17]([O:20][CH2:21][CH2:22][N:23]4[CH2:24][CH2:25][CH2:26][CH2:27][CH2:28]4)[cH:18][cH:19]3)[c:10]2[cH:11][cH:12]1. The reactants are C(C)(=O)NC(C(=O)O)(CCCNC(=O)OCC1=CC=CC=C1)C(F)F (2-acetylamino-5-benzyloxycarbonylamino-2-difluoromethylpentanoic acid), C(C1=CC=CC=C1)Br (benzylbromide), C1(CCCCC1)NC1CCCCC1 (dicyclohexylamine). Solvent: CN(C=O)C (dimethylformamide). Reaction conditions: time 12 hour. The product is C(C)(=O)NC(C(=O)O)(CCCNC(C(C)N)=O)C(F)F (2-acetylamino-5-(2-aminopropionylamino)-2-difluoromethylpentanoic acid). RXN SMILES: [C:1]([NH:4][C:5]([CH:23]([F:25])[F:24])([CH2:9][CH2:10][CH2:11][NH:12][C:13]([O:15]CC1C=CC=CC=1)=O)[C:6]([OH:8])=[O:7])(=[O:3])[CH3:2].C(Br)C1C=CC=CC=1.[CH:34]1([NH:40]C2CCCCC2)CCCC[CH2:35]1>CN(C)C=O>[C:1]([NH:4][C:5]([CH:23]([F:24])[F:25])([CH2:9][CH2:10][CH2:11][NH:12][C:13](=[O:15])[CH:34]([NH2:40])[CH3:35])[C:6]([OH:8])=[O:7])(=[O:3])[CH3:2]. Procedure: To a solution of 0.5 g of 2-acetylamino-5-benzyloxycarbonylamino-2-difluoromethylpentanoic acid in 4 ml of dimethylformamide is added 0.27 g of benzylbromide and 0.4 ml of dicyclohexylamine. The reaction mixture is stirred for 12 hours and then the precipitate is filtered off. The filtrate is evaporated under reduced pressure, and the residue is partitioned between ethylacetate and water. The organic phase is washed with aqueous hydrochloric acid, water, 5% sodium bicarbonate, water and brine th... Reactants: C1(=CC=CC=C1)[C@H](COCCCN1CCCCC1)N ((R)-1-phenyl-2-[3-(piperidin-1-yl)propoxy]ethylamine), ClC1=CNC2=CC(=CC=C12)C(=O)O (3-chloro-indole-6-carboxylic acid). Product: ClC1=CNC2=CC(=CC=C12)C(=O)N[C@@H](COCCCN1CCCCC1)C1=CC=CC=C1 (3-Chloro-N-[(R)-1-phenyl-2-[3-(piperidin-1-yl)propoxy]-ethyl]-1H-indole-6-carboxamide). Reaction SMILES: [C:1]1([C@@H:7]([NH2:19])[CH2:8][O:9][CH2:10][CH2:11][CH2:12][N:13]2[CH2:18][CH2:17][CH2:16][CH2:15][CH2:14]2)[CH:6]=[CH:5][CH:4]=[CH:3][CH:2]=1.[Cl:20][C:21]1[C:29]2[C:24](=[CH:25][C:26]([C:30](O)=[O:31])=[CH:27][CH:28]=2)[NH:23][CH:22]=1>>[Cl:20][C:21]1[C:29]2[C:24](=[CH:25][C:26]([C:30]([NH:19][C@H:7]([C:1]3[CH:2]=[CH:3][CH:4]=[CH:5][CH:6]=3)[CH2:8][O:9][CH2:10][CH2:11][CH2:12][N:13]3[CH2:14][CH2:15][CH2:16][CH2:17][CH2:18]3)=[O:31])=[CH:27][CH:28]=2)[NH:23][CH:22]=1. Procedure: Using coupling method A, (R)-1-phenyl-2-[3-(piperidin-1-yl)propoxy]ethylamine (218 mg, 0.83 mmol) and 3-chloro-indole-6-carboxylic acid (179 mg, 0.91 mmol) afforded, after purification (SiO2: 50% EtOAc in hexane), 115 mg (32%) of the title compound.